Dataset: the Open Reaction Database (ORD), a public repository of structured organic reaction records. Task: describe an organic reaction: reactants, conditions, products, and yield Reactants: B, CNS(=O)(=O)c1ccc(C(=O)O)cc1, Cl, C1CCOC1, C1CCOC1. Product: CNS(=O)(=O)c1ccc(CO)cc1. As a reaction SMILES: [BH3:6].[CH3:7][NH:8][S:9](=[O:10])(=[O:11])[c:12]1[cH:13][cH:14][c:15]([C:16](=[O:17])[OH:18])[cH:19][cH:20]1.[ClH:21].[O:1]1[CH2:2][CH2:3][CH2:4][CH2:5]1.[O:22]1[CH2:23][CH2:24][CH2:25][CH2:26]1>>[CH3:7][NH:8][S:9](=[O:10])(=[O:11])[c:12]1[cH:13][cH:14][c:15]([CH2:16][OH:17])[cH:19][cH:20]1. Reactants: BrCC1CC1, O=C([O-])[O-], CCOC(C)=O, CS(C)=O, CC12COCCN1c1nc(Cl)ncc1NC2=O, [K+], [K+], O. Product: CC12COCCN1c1nc(Cl)ncc1N(CC1CC1)C2=O. As a reaction SMILES: [Br:18][CH2:19][CH:20]1[CH2:21][CH2:22]1.[C:23](=[O:24])([O-:25])[O-:26].[CH3:29][CH2:30][O:31][C:32]([CH3:33])=[O:34].[CH3:35][S:36]([CH3:37])=[O:38].[Cl:1][c:2]1[n:3][c:4]2[c:9]([cH:10][n:11]1)[NH:8][C:7](=[O:12])[C:6]1([CH3:17])[N:5]2[CH2:16][CH2:15][O:14][CH2:13]1.[K+:27].[K+:28].[OH2:39]>>[Cl:1][c:2]1[n:3][c:4]2[c:9]([cH:10][n:11]1)[N:8]([CH2:19][CH:20]1[CH2:21][CH2:22]1)[C:7](=[O:12])[C:6]1([CH3:17])[N:5]2[CH2:16][CH2:15][O:14][CH2:13]1. Reactants: C(C)OC(=C)C1=C(C=C2OCCN3C=C(N=C3C2=C1)C1=NC(=NN1C(C)C)C)C (13-(1-ethoxyethenyl)-12-methyl-4-[3-methyl-1-(propan-2-yl)-1H-1,2,4-triazol-5-yl]-9-oxa-3,6-diazatricyclo[8.4.0.02,6]tetradeca-1(14),2,4,10,12-pentaene), CC1=CC=C(C=C1)S(=O)(=O)O (4-methylbenzenesulfonic acid). The solvent is CC(=O)C (acetone). Run at temperature 60 celsius, time 75 minute. The product is CC=1C=C2OCCN3C=C(N=C3C2=CC1C(C)=O)C1=NC(=NN1C(C)C)C (1-{12-Methyl-4-[3-methyl-1-(propan-2-yl)-1H-1,2,4-triazol-5-yl]-9-oxa-3,6-diazatricyclo[8.4.0.02,6]tetradeca-1(14),2,4,10,12-pentaen-13-yl}ethan-1-one). Isolated yield 118.4%. As a reaction SMILES: C([O:3][C:4]([C:6]1[CH:19]=[C:18]2[C:9]([O:10][CH2:11][CH2:12][N:13]3[C:17]2=[N:16][C:15]([C:20]2[N:24]([CH:25]([CH3:27])[CH3:26])[N:23]=[C:22]([CH3:28])[N:21]=2)=[CH:14]3)=[CH:8][C:7]=1[CH3:29])=[CH2:5])C.CC1C=CC(S(O)(=O)=O)=CC=1>CC(C)=O>[CH3:29][C:7]1[CH:8]=[C:9]2[C:18](=[CH:19][C:6]=1[C:4](=[O:3])[CH3:5])[C:17]1[N:13]([CH:14]=[C:15]([C:20]3[N:24]([CH:25]([CH3:26])[CH3:27])[N:23]=[C:22]([CH3:28])[N:21]=3)[N:16]=1)[CH2:12][CH2:11][O:10]2. Reported procedure: A mixture of 13-(1-ethoxyethenyl)-12-methyl-4-[3-methyl-1-(propan-2-yl)-1H-1,2,4-triazol-5-yl]-9-oxa-3,6-diazatricyclo[8.4.0.02,6]tetradeca-1(14),2,4,10,12-pentaene (2.0 g) and 4-methylbenzenesulfonic acid (438 mg, 2.54 mmol) in acetone (20.0 mL) was stirred at 60° C. for 75 min. The solvent was removed to give the desired compound (2.20 g, over 100% yield) as yellow oil, which was used directly in the next step without further purification. LCMS m/z [M+H]+ 366.2 Reactants: ClCCl, Cc1ccc(CSc2nc3cc4c(cc3[nH]2)CCC4)nc1, CCOC(C)=O, O=C(OO)c1cccc(Cl)c1. Yields the product Cc1ccc(CS(=O)c2nc3cc4c(cc3[nH]2)CCC4)nc1. Reaction SMILES: [CH2:39]([Cl:40])[Cl:41].[CH3:12][c:13]1[cH:14][cH:15][c:16]([CH2:19][S:20][c:21]2[n:22][c:23]3[c:24]([nH:25]2)[cH:26][c:27]2[c:31]([cH:32]3)[CH2:30][CH2:29][CH2:28]2)[n:17][cH:18]1.[CH3:33][CH2:34][O:35][C:36](=[O:37])[CH3:38].[Cl:1][c:2]1[cH:3][cH:4][cH:5][c:6]([C:7]([O:8][OH:10])=[O:9])[cH:11]1>>[O:9]=[S:20]([CH2:19][c:16]1[cH:15][cH:14][c:13]([CH3:12])[cH:18][n:17]1)[c:21]1[n:22][c:23]2[c:24]([nH:25]1)[cH:26][c:27]1[c:31]([cH:32]2)[CH2:30][CH2:29][CH2:28]1. Reactants: O (water), ( A ), ( B ), ( C ), C(C1=CC=CC=C1)(=O)[O-].[Na+] (sodium benzoate), ( B ). Solvent: ( C ). The product is C(C1=CC=CC=C1)(=O)[O-].[Na+] (sodium benzoate), C(CCCCCO)O (1,6-hexanediol). As a reaction SMILES: [C:1]([O-:9])(=[O:8])[C:2]1[CH:7]=[CH:6][CH:5]=[CH:4][CH:3]=1.[Na+:10].[OH2:11]>>[C:1]([O-:9])(=[O:8])[C:2]1[CH:7]=[CH:6][CH:5]=[CH:4][CH:3]=1.[Na+:10].[CH2:6]([OH:11])[CH2:5][CH2:4][CH2:3][CH2:2][CH2:1][OH:9] |f:0.1,3.4|. Reported procedure: The coolant composition of the present invention can be prepared by merely mixing the components (A), (B) and (C) each in a specified amount to give a uniform mixture. In an actual procedure, it is advantageous that sodium benzoate as the component (B) is first dissolved in water as the component (C) to give a uniform aqueous solution of sodium benzoate into which liquid 1,6-hexanediol prepared in advance by heating the solidified compound having a melting point of about 43° C. is added as the c... The reactants are C(C)OC(CN1CCC(CC1)C1=NN2C(=NC(=CC2=N1)C1=C(C=C(C=C1)Cl)Cl)Cl)=O (Ethyl{4-[5-chloro-7-(2,4-dichlorophenyl)[1,2,4]triazolo[1,5-c]pyrimidin-2-yl]piperidin-1-yl}-acetate), Cl.Cl.NCCNC1=NC=C(C#N)C=C1 (6-[(2-Aminoethyl)amino]nicotinonitrile dihydrochloride), C(C)(C)N(C(C)C)CC (N,N-diisopropylethylamine). Run in CS(=O)C (DMSO). Run at temperature 130 celsius. Yields the product C(C)OC(CN1CCC(CC1)C1=NN2C(=NC(=CC2=N1)C1=C(C=C(C=C1)Cl)Cl)NCCNC1=NC=C(C=C1)C#N)=O (Ethyl{4-[5-({2-[(5-cyanopyridin-2-yl)amino]ethyl}amino)-7-(2,4-dichlorophenyl)[1,2,4]-triazolo[1,5-c]pyrimidin-2-yl]piperidin-1-yl}acetate). RXN SMILES: [CH2:1]([O:3][C:4](=[O:30])[CH2:5][N:6]1[CH2:11][CH2:10][CH:9]([C:12]2[N:20]=[C:19]3[N:14]([C:15](Cl)=[N:16][C:17]([C:21]4[CH:26]=[CH:25][C:24]([Cl:27])=[CH:23][C:22]=4[Cl:28])=[CH:18]3)[N:13]=2)[CH2:8][CH2:7]1)[CH3:2].Cl.Cl.[NH2:33][CH2:34][CH2:35][NH:36][C:37]1[CH:44]=[CH:43][C:40]([C:41]#[N:42])=[CH:39][N:38]=1.C(N(CC)C(C)C)(C)C>CS(C)=O>[CH2:1]([O:3][C:4](=[O:30])[CH2:5][N:6]1[CH2:7][CH2:8][CH:9]([C:12]2[N:20]=[C:19]3[N:14]([C:15]([NH:33][CH2:34][CH2:35][NH:36][C:37]4[CH:44]=[CH:43][C:40]([C:41]#[N:42])=[CH:39][N:38]=4)=[N:16][C:17]([C:21]4[CH:26]=[CH:25][C:24]([Cl:27])=[CH:23][C:22]=4[Cl:28])=[CH:18]3)[N:13]=2)[CH2:10][CH2:11]1)[CH3:2] |f:1.2.3|. Procedure: 120 mg (0.23 mmol) of ethyl{4-[5-chloro-7-(2,4-dichlorophenyl)[1,2,4]triazolo[1,5-c]pyrimidin-2-yl]piperidin-1-yl}acetate (Example 55A), 54.9 mg (0.28 mmol) of 6-[(2-aminoethyl)amino]-pyridine-3-carbonitrile dihydrochloride (Example 2A) and 0.24 ml (1.38 mmol) of N,N-diisopropylethylamine were initially charged in 2.33 ml of DMSO. The mixture was heated in the microwave at 130° C. for 30 min. This gave, after purification of the crude product by preparative HPLC (Method 11), 113 mg (77% of theor...